Dataset: the Open Reaction Database (ORD), a public repository of structured organic reaction records. Task: describe an organic reaction: reactants, conditions, products, and yield Starting materials: BrC1=CC=2C(OCCC2S1)CNC(OC(C)(C)C)=O (tert-butyl (2-bromo-6,7-dihydro-4H-thieno[3,2-c]pyran-4-yl)methylcarbamate), N1=CC(=CC=C1)B(O)O (pyridine-3-boronic acid), C1=CC=C(C=C1)P(C2=CC=CC=C2)C3=CC=CC=C3 (PPh3). Reagents/catalysts: CC(=O)[O-].CC(=O)[O-].[Pd+2] (Pd(OAc)2). Solvent: O1CCOCC1 (1,4-dioxane). Run at time 0.5 hour. The product is N1=CC(=CC=C1)C1=CC=2C(OCCC2S1)CNC(OC(C)(C)C)=O (tert-butyl (2-(pyridin-3-yl)-6,7-dihydro-4H-thieno[3,2-c]pyran-4-yl)methylcarbamate). As a reaction SMILES: Br[C:2]1[S:10][C:9]2[CH2:8][CH2:7][O:6][CH:5]([CH2:11][NH:12][C:13](=[O:19])[O:14][C:15]([CH3:18])([CH3:17])[CH3:16])[C:4]=2[CH:3]=1.[N:20]1[CH:25]=[CH:24][CH:23]=[C:22](B(O)O)[CH:21]=1.C1C=CC(P(C2C=CC=CC=2)C2C=CC=CC=2)=CC=1>O1CCOCC1.CC([O-])=O.CC([O-])=O.[Pd+2]>[N:20]1[CH:25]=[CH:24][CH:23]=[C:22]([C:2]2[S:10][C:9]3[CH2:8][CH2:7][O:6][CH:5]([CH2:11][NH:12][C:13](=[O:19])[O:14][C:15]([CH3:18])([CH3:17])[CH3:16])[C:4]=3[CH:3]=2)[CH:21]=1 |f:4.5.6|. Procedure: A mixture of tert-butyl (2-bromo-6,7-dihydro-4H-thieno[3,2-c]pyran-4-yl)methylcarbamate (500 mg, 1.44 mmol), pyridine-3-boronic acid (351 mg, 2.88 mmol), Pd(OAc)2 (33 mg), PPh3 (170 mg, 0.65 mmol) in 1,4-dioxane was purged with nitrogen. After stirring at room temperature for 0.5 hr, 457 mg of Na2CO3 in 3 mL of H2O was added. The reaction mixture was stirred at 100° C. for 2 hr. After cooling to room temperature, the reaction mixture was poured into 100 mL of water and extracted with EtOAc twice...